Dataset: the Open Reaction Database (ORD), a public repository of structured organic reaction records. Task: describe an organic reaction: reactants, conditions, products, and yield The product is COC(=O)Cc1ccc(-c2ccc(OCc3ccc(C(F)(F)F)c(OC(=O)OC(C)(C)C)c3C(=O)OC(C)(C)C)cc2)c(C=O)c1. Reaction SMILES: [Br:1][CH2:2][c:3]1[cH:4][cH:5][c:6]([C:24]([F:25])([F:26])[F:27])[c:7]([O:16][C:17](=[O:18])[O:19][C:20]([CH3:21])([CH3:22])[CH3:23])[c:8]1[C:9](=[O:10])[O:11][C:12]([CH3:13])([CH3:14])[CH3:15].[CH:28](=[O:29])[c:30]1[c:31](-[c:41]2[cH:42][cH:43][c:44]([OH:47])[cH:45][cH:46]2)[cH:32][cH:33][c:34]([CH2:36][C:37](=[O:38])[O:39][CH3:40])[cH:35]1>>[CH2:2]([c:3]1[cH:4][cH:5][c:6]([C:24]([F:25])([F:26])[F:27])[c:7]([O:16][C:17](=[O:18])[O:19][C:20]([CH3:21])([CH3:22])[CH3:23])[c:8]1[C:9](=[O:10])[O:11][C:12]([CH3:13])([CH3:14])[CH3:15])[O:47][c:44]1[cH:43][cH:42][c:41](-[c:31]2[c:30]([CH:28]=[O:29])[cH:35][c:34]([CH2:36][C:37](=[O:38])[O:39][CH3:40])[cH:33][cH:32]2)[cH:46][cH:45]1. Reactants: CC(C)(C)OC(=O)Oc1c(C(F)(F)F)ccc(CBr)c1C(=O)OC(C)(C)C, COC(=O)Cc1ccc(-c2ccc(O)cc2)c(C=O)c1. The product is CCCCCC(C)(O)CCSc1nnnn1-c1ccccc1. As a reaction SMILES: [Br-:44].[CH3:1][C:2]([CH2:3][CH2:4][OH:5])([CH2:6][CH2:7][CH2:8][CH2:9][CH3:10])[OH:11].[CH3:37][c:38]1[cH:39][cH:40][cH:41][cH:42][cH:43]1.[CH3:45][CH2:46][CH2:47][CH2:48][N+:49]([CH2:50][CH2:51][CH2:52][CH3:53])([CH2:54][CH2:55][CH2:56][CH3:57])[CH2:58][CH2:59][CH2:60][CH3:61].[Na+:13].[OH-:12].[S:14]([Cl:15])([c:16]1[cH:17][cH:18][c:19]([CH3:20])[cH:21][cH:22]1)(=[O:23])=[O:24].[c:25]1(-[n:31]2[n:32][n:33][n:34][c:35]2[SH:36])[cH:26][cH:27][cH:28][cH:29][cH:30]1>>[CH3:1][C:2]([CH2:3][CH2:4][S:36][c:35]1[n:31](-[c:25]2[cH:26][cH:27][cH:28][cH:29][cH:30]2)[n:32][n:33][n:34]1)([CH2:6][CH2:7][CH2:8][CH2:9][CH3:10])[OH:11]. The reactants are [Br-], CCCCCC(C)(O)CCO, Cc1ccccc1, CCCC[N+](CCCC)(CCCC)CCCC, [Na+], [OH-], Cc1ccc(S(=O)(=O)Cl)cc1, Sc1nnnn1-c1ccccc1. Starting materials: Br.NCCC1=C2CC(NC2=C(C=C1)O)=O (4-(2-aminoethyl)-7-hydroxy-2(3H)-indolone hydrobromide), CN(C=O)C (dimethylformamide), ClC1=NN=NN1C1=CC=CC=C1 (5-chloro-1-phenyl-1H-tetrazole), C([O-])([O-])=O.[K+].[K+] (potassium carbonate). Run in O (water). Conditions: time 2 day. The product is Cl.NCCC1=C2CC(NC2=CC=C1)=O (4-(2-aminoethyl)-2(3H)-indolone hydrochloride). RXN SMILES: Br.[NH2:2][CH2:3][CH2:4][C:5]1[CH:13]=[CH:12][C:11](O)=[C:10]2[C:6]=1[CH2:7][C:8](=[O:15])[NH:9]2.CN(C)C=O.[Cl:21]C1N(C2C=CC=CC=2)N=NN=1.C(=O)([O-])[O-].[K+].[K+]>O>[ClH:21].[NH2:2][CH2:3][CH2:4][C:5]1[CH:13]=[CH:12][CH:11]=[C:10]2[C:6]=1[CH2:7][C:8](=[O:15])[NH:9]2 |f:0.1,4.5.6,8.9|. Procedure details: A mixture of 2.73 g (10.0 mmoles) of 4-(2-aminoethyl)-7-hydroxy-2(3H)-indolone hydrobromide, 200 cc of dimethylformamide, 1.86 g (10.3 mmoles) of 5-chloro-1-phenyl-1H-tetrazole, 10 cc of water and 2.9 g (21 mmoles) of anhydrous potassium carbonate is stirred at room temperature for 2 days or until thin layer analysis indicates that no starting material remains. The reaction is filtered and the filtrate is acidified with dil. hydrochloric acid, concentrated in vacuo and the residue triturated wit... Starting materials: [BH4-].[Na+] (sodium borohydride), C12C3C(C(C=C1)C2)C(=O)OC3=O (5-norbornene-2,3-dicarboxylic anhydride), S(O)(O)(=O)=O (sulfuric acid). The reagents and catalysts are CO (methanol). Run in C1CCOC1 (THF), C1CCOC1 (THF). Reaction conditions: temperature 30 celsius, time 4 hour. Product: C12C3C(OCC3C(CC1)C2)=O (4-oxatricyclo[5,2,1,02,6]decan-3-one). Yield: 63.9%. RXN SMILES: [BH4-].[Na+].[CH:3]12[CH2:9][CH:6]([CH:7]=[CH:8]1)[CH:5]1[C:10]([O:12][C:13](=O)[CH:4]21)=[O:11].S(=O)(=O)(O)O>C1COCC1.CO>[CH:6]12[CH2:9][CH:3]([CH2:8][CH2:7]1)[CH:4]1[CH:5]2[C:10](=[O:11])[O:12][CH2:13]1 |f:0.1|. Procedure details: Under nitrogen atmosphere, 176 g (4.649 mol) of sodium borohydride was put into a flask and 2000 g of THF and 9.8 g of methanol were added thereto. A solution of 954 g (5.812 mol) of 5-norbornene-2,3-dicarboxylic anhydride dissolved in 2800 g of THF was added thereto dropwise while cooling them by an ice bath to keep the reaction temperature at 35° C. or lower. After completion of the dropping, the mixture was stirred at 30° C. for 4 hours, then poured into 3000 g of 10% aqueous sulfuric acid so... Product: compound 1, ClC1=C(OC2=CC=C3C=NN(C3=C2)C(C(=O)OCC)C)C(=CC(=C1)C(F)(F)F)F (ethyl 2-[6-(2-chloro- 4-trifluoromethyl-6-fluorophenoxy) indazol-1-yl]propionate). Reported procedure: Ethyl 2-(6-hydroxyindazol-1-yl)propionate (30 mgs) was dissolved in 0.72 cm3 of a mixture of dry methyl isobutyl ketone (6cm3) and 1 drop of dry DMF. 3-chloro-4,5-difluorobenzotrifluoride (42 mg) and dry potassium carbonate (27mg) were added. The mixture was stirred and heated under reflux for 7 hours, additional dry potassium carbonate being added after 3 hours. After cooling, the solvents were removed under vacuum and diethyl ether added to the residue, the mixture filtered and the inorganic p... Yield: 52.6%. The solvent is mixture, C(C(C)C)C(=O)C (methyl isobutyl ketone). Reactants: OC1=CC=C2C=NN(C2=C1)C(C(=O)OCC)C (Ethyl 2-(6-hydroxyindazol-1-yl)propionate), C([O-])([O-])=O.[K+].[K+] (potassium carbonate), ClC=1C=C(C=C(C1F)F)C(F)(F)F (3-chloro-4,5-difluorobenzotrifluoride), C([O-])([O-])=O.[K+].[K+] (potassium carbonate). RXN SMILES: [OH:1][C:2]1[CH:10]=[C:9]2[C:5]([CH:6]=[N:7][N:8]2[CH:11]([CH3:17])[C:12]([O:14][CH2:15][CH3:16])=[O:13])=[CH:4][CH:3]=1.[Cl:18][C:19]1[CH:20]=[C:21]([C:27]([F:30])([F:29])[F:28])[CH:22]=[C:23]([F:26])[C:24]=1F.C(=O)([O-])[O-].[K+].[K+]>C(C(C)=O)C(C)C.CN(C=O)C>[Cl:18][C:19]1[CH:20]=[C:21]([C:27]([F:28])([F:29])[F:30])[CH:22]=[C:23]([F:26])[C:24]=1[O:1][C:2]1[CH:10]=[C:9]2[C:5]([CH:6]=[N:7][N:8]2[CH:11]([CH3:17])[C:12]([O:14][CH2:15][CH3:16])=[O:13])=[CH:4][CH:3]=1 |f:2.3.4|. Reagents/catalysts: CN(C)C=O (DMF). Yield: 64.3%. Procedure details: 6-bromo-5-chloro-N-((tetrahydro-2H-pyran-4-yl)methyl)pyridin-2-amine (0.500 g, 1.64 mmol), 2,5-difluoropyridin-4-ylboronic acid (0.260 g, 1.64 mmol), and sodium carbonate (2.45 ml, 4.91 mmol, 2 M in H2O) were dissolved in DME (7.36 ml). The solution was then degassed by sparging with argon for 5 min. It was then treated with PdCl2(dppf)CH2Cl2 adduct (0.267 g, 0.327 mmol). The reaction mixture was then heated in the microwave at 105° C. for 25 min. More boronic acid (0.260 g, 1.64 mmol) and PdCl2... Reactants: B(O)O (boronic acid), PdCl2(dppf)CH2Cl2, PdCl2(dppf)CH2Cl2, BrC1=C(C=CC(=N1)NCC1CCOCC1)Cl (6-bromo-5-chloro-N-((tetrahydro-2H-pyran-4-yl)methyl)pyridin-2-amine), FC1=NC=C(C(=C1)B(O)O)F (2,5-difluoropyridin-4-ylboronic acid), C([O-])([O-])=O.[Na+].[Na+] (sodium carbonate). The product is ClC=1C(=NC(=CC1)NCC1CCOCC1)C1=CC(=NC=C1F)F (3-chloro-2′,5′-difluoro-N-((tetrahydro-2H-pyran-4-yl)methyl)-2,4′-bipyridin-6-amine). Reaction SMILES: Br[C:2]1[N:7]=[C:6]([NH:8][CH2:9][CH:10]2[CH2:15][CH2:14][O:13][CH2:12][CH2:11]2)[CH:5]=[CH:4][C:3]=1[Cl:16].[F:17][C:18]1[CH:23]=[C:22](B(O)O)[C:21]([F:27])=[CH:20][N:19]=1.C(=O)([O-])[O-].[Na+].[Na+].B(O)O>COCCOC.O>[Cl:16][C:3]1[C:2]([C:22]2[C:21]([F:27])=[CH:20][N:19]=[C:18]([F:17])[CH:23]=2)=[N:7][C:6]([NH:8][CH2:9][CH:10]2[CH2:15][CH2:14][O:13][CH2:12][CH2:11]2)=[CH:5][CH:4]=1 |f:2.3.4|. Conditions: temperature 105 celsius, time 30 minute. Solvent: O (H2O), COCCOC (DME). Starting materials: BrCCBr, CC(Br)Br, O=C([O-])[O-], COC(=O)CC(=O)OC, O=C([O-])[O-], CN(C)C=O, CN(C)C=O, [K+], [K+], [K+], [K+]. Product: COC(=O)C1(C(=O)OC)CC1. Reaction SMILES: [Br:10][CH2:11][CH2:12][Br:13].[Br:14][CH:15]([Br:16])[CH3:17].[C:18](=[O:19])([O-:20])[O-:21].[C:1]([CH2:2][C:3](=[O:4])[O:5][CH3:6])(=[O:7])[O:8][CH3:9].[C:29](=[O:30])([O-:31])[O-:32].[CH3:24][N:25]([CH3:26])[CH:27]=[O:28].[CH3:35][N:36]([CH3:37])[CH:38]=[O:39].[K+:22].[K+:23].[K+:33].[K+:34]>>[C:1]([C:2]1([C:3](=[O:4])[O:5][CH3:6])[CH2:11][CH2:12]1)(=[O:7])[O:8][CH3:9]. Reactants: C1=NC=CC=2C(CC=CC12)=O (Isoquinolin-5-one), NO (hydroxylamine), C(C)O (ethanol), N1=CC=CC=C1 (pyridine). The product is N1C(NC2=C1C=1C=CN=CC1CC2)=O (1,3,4,5-tetrahydro-2H-Imidazo[4,5-f]isoquinolin-2-one). Isolated yield 61.7%. RXN SMILES: [CH:1]1[C:10]2C=CC[C:6](=O)[C:5]=2C=C[N:2]=1.[NH2:12]O.[CH2:14]([OH:16])C.[N:17]1[CH:22]=[CH:21][CH:20]=[CH:19][CH:18]=1>>[NH:2]1[C:1]2[C:20]3[CH:19]=[CH:18][N:17]=[CH:22][C:21]=3[CH2:6][CH2:5][C:10]=2[NH:12][C:14]1=[O:16]. Procedure details: Isoquinolin-5-one (21.57 g, 0.147M) and hydroxylamine (15.55 g, 0.22M) together with approximately 300 ml of dry ethanol and 75 ml of pyridine was stirred at reflux temperature of the mixture for 6 hours. The solvent was then removed by evaporation and the residue was dissolved in a mixture of diethyl ether and water (600 ml, ca. 1:1). The organic phase was separated and extracted with water to remove residual pyridine, washed with saturated, aqueous solution of sodium chloride and dried over ma... Reactants: CC(C)COc1ccc(CCl)cc1, COC(=O)c1ccc(OCCCc2ccc(O)cc2)c(C(=O)NC2CCCC(C(=O)OC)C2)c1. Product: COC(=O)c1ccc(OCCCc2ccc(OCc3ccc(OCC(C)C)cc3)cc2)c(C(=O)NC2CCCC(C(=O)OC)C2)c1. RXN SMILES: [Cl:35][CH2:36][c:37]1[cH:38][cH:39][c:40]([O:43][CH2:44][CH:45]([CH3:46])[CH3:47])[cH:41][cH:42]1.[OH:1][c:2]1[cH:3][cH:4][c:5]([CH2:8][CH2:9][CH2:10][O:11][c:12]2[c:13]([C:22](=[O:23])[NH:24][CH:25]3[CH2:26][CH:27]([C:31](=[O:32])[O:33][CH3:34])[CH2:28][CH2:29][CH2:30]3)[cH:14][c:15]([C:16](=[O:17])[O:18][CH3:19])[cH:20][cH:21]2)[cH:6][cH:7]1>>[O:1]([c:2]1[cH:3][cH:4][c:5]([CH2:8][CH2:9][CH2:10][O:11][c:12]2[c:13]([C:22](=[O:23])[NH:24][CH:25]3[CH2:26][CH:27]([C:31](=[O:32])[O:33][CH3:34])[CH2:28][CH2:29][CH2:30]3)[cH:14][c:15]([C:16](=[O:17])[O:18][CH3:19])[cH:20][cH:21]2)[cH:6][cH:7]1)[CH2:36][c:37]1[cH:38][cH:39][c:40]([O:43][CH2:44][CH:45]([CH3:46])[CH3:47])[cH:41][cH:42]1.